From a dataset of the Open Reaction Database (ORD), a public repository of structured organic reaction records. describe an organic reaction: reactants, conditions, products, and yield Starting materials: N1(CCCCC1)C=1C=C2C(NC(=NC2=CC1)N1N=CC(=C1)C(=O)OCC)=O (ethyl 1-(6-(piperidin-1-yl)-4-oxo-3,4-dihydroquinazolin-2-yl)-1H-pyrazole-4-carboxylate), N1CCCC1 (pyrrolidine). The product is N1(CCCCC1)C=1C=C2C(=NC(=NC2=CC1)N1N=CC(=C1)C(=O)O)N1CCCC1 (1-(6-(Piperidin-1-yl)-4-(pyrrolidin-1-yl)quinazolin-2-yl)-1H-pyrazole-4-carboxylic acid). Reaction SMILES: [N:1]1([C:7]2[CH:8]=[C:9]3[C:14](=[CH:15][CH:16]=2)[N:13]=[C:12]([N:17]2[CH:21]=[C:20]([C:22]([O:24]CC)=[O:23])[CH:19]=[N:18]2)[NH:11][C:10]3=O)[CH2:6][CH2:5][CH2:4][CH2:3][CH2:2]1.[NH:28]1[CH2:32][CH2:31][CH2:30][CH2:29]1>>[N:1]1([C:7]2[CH:8]=[C:9]3[C:14](=[CH:15][CH:16]=2)[N:13]=[C:12]([N:17]2[CH:21]=[C:20]([C:22]([OH:24])=[O:23])[CH:19]=[N:18]2)[N:11]=[C:10]3[N:28]2[CH2:32][CH2:31][CH2:30][CH2:29]2)[CH2:6][CH2:5][CH2:4][CH2:3][CH2:2]1. Procedure: The above compound may be made analogous to Example 1 using ethyl 1-(6-(piperidin-1-yl)-4-oxo-3,4-dihydroquinazolin-2-yl)-1H-pyrazole-4-carboxylate in step D and pyrrolidine in step E. MS (ESI/CI): predicted mass C21H24N6O2, 392.2. Yields the product CC(C)(C)OC(=O)NC1(CO)CC2(CCCOC2)Oc2ccc(Br)cc21. Reaction SMILES: [Al+3:29].[Br:1][c:2]1[cH:3][c:4]2[c:9]([cH:10][cH:11]1)[O:8][C:7]1([CH2:6][C:5]2([C:17](=[O:18])[O-:19])[NH:20][C:21](=[O:22])[O:23][C:24]([CH3:25])([CH3:26])[CH3:27])[CH2:12][O:13][CH2:14][CH2:15][CH2:16]1.[CH2:34]1[O:35][CH2:36][CH2:37][CH2:38]1.[H-:28].[H-:31].[H-:32].[H-:33].[Li+:30]>>[Br:1][c:2]1[cH:3][c:4]2[c:9]([cH:10][cH:11]1)[O:8][C:7]1([CH2:6][C:5]2([CH2:17][OH:18])[NH:20][C:21](=[O:22])[O:23][C:24]([CH3:25])([CH3:26])[CH3:27])[CH2:12][O:13][CH2:14][CH2:15][CH2:16]1. The reactants are [Al+3], CC(C)(C)OC(=O)NC1(C(=O)[O-])CC2(CCCOC2)Oc2ccc(Br)cc21, C1CCOC1, [H-], [H-], [H-], [H-], [Li+]. Starting materials: [Al+3], C1CCOC1, COC(=O)c1ccc(OC)nc1, [H-], [H-], [H-], [H-], [Li+]. Product: COc1ccc(CO)cn1. As a reaction SMILES: [Al+3:2].[CH2:19]1[O:20][CH2:21][CH2:22][CH2:23]1.[CH3:7][O:8][c:9]1[n:10][cH:11][c:12]([C:13](=[O:14])[O:15][CH3:16])[cH:17][cH:18]1.[H-:1].[H-:4].[H-:5].[H-:6].[Li+:3]>>[CH3:7][O:8][c:9]1[n:10][cH:11][c:12]([CH2:13][OH:14])[cH:17][cH:18]1. Reactants: C(C1=CC=CC=C1)N1C[C@@H]2[C@H](C1)C(CC2)=O ((3aR,6aS)-2-benzylhexahydrocyclopenta[c]pyrrol-4(5H)-one), CC(C)([O-])C.[K+] (potassium tert-butoxide). Reagents/catalysts: [Br-].C[P+](C1=CC=CC=C1)(C1=CC=CC=C1)C1=CC=CC=C1 (methyltriphenylphosphonium bromide). Run in O1CCCC1 (tetrahydrofuran). Conditions: time 8 hour. Yields the product C(C1=CC=CC=C1)N1C[C@@H]2[C@H](C1)C(CC2)=C ((3aS,6aS)-2-benzyl-4-methyleneoctahydrocyclopenta[c]pyrrole). Reaction SMILES: [CH2:1]([N:8]1[CH2:12][C@@H:11]2[C:13](=O)[CH2:14][CH2:15][C@@H:10]2[CH2:9]1)[C:2]1[CH:7]=[CH:6][CH:5]=[CH:4][CH:3]=1.[CH3:17]C(C)([O-])C.[K+]>O1CCCC1.[Br-].C[P+](C1C=CC=CC=1)(C1C=CC=CC=1)C1C=CC=CC=1>[CH2:1]([N:8]1[CH2:12][C@@H:11]2[C:13](=[CH2:17])[CH2:14][CH2:15][C@@H:10]2[CH2:9]1)[C:2]1[CH:7]=[CH:6][CH:5]=[CH:4][CH:3]=1 |f:1.2,4.5|. Procedure details: The title compound was prepared by combining (3aR,6aS)-2-benzylhexahydrocyclopenta[c]pyrrol-4(5H)-one (100 mg, 0.464 mmol) [prepared as described by Santora, V. J., et. al. Bioorganic & Medicinal Chemistry Letters 2008, 18(4), 1490-1494] in 2 mL of tetrahydrofuran with methyltriphenylphosphonium bromide (249 mg, 0.697 mmol) and potassium tert-butoxide (78 mg, 0.697 mmol). The reaction was stirred at room temperature overnight, concentrated, and the crude material was purified by silica gel chrom... Reactants: ON=CC1=NC=NC=C1C(C(C)C)N(C(CC1=CC=CC=C1)=O)C (N-[1-(4-hydroxyiminomethylpyrimidin-5-yl)-2-methylpropyl]-N-methylphenylacetamide), 1-(3-(dimethylamino)propyl]-3-ethylcarbodilmide hydrochloride. Run in C(Cl)(Cl)Cl (chloroform). Product: C(#N)C1=NC=NC=C1C(C(C)C)N(C(CC1=CC=CC=C1)=O)C (N-[1-(4-cyanopyrimidin-5-yl)-2-methylpropyl]-N-methylphenylacetamide). The yield is 80.0%. As a reaction SMILES: O[N:2]=[CH:3][C:4]1[C:9]([CH:10]([N:14]([CH3:24])[C:15](=[O:23])[CH2:16][C:17]2[CH:22]=[CH:21][CH:20]=[CH:19][CH:18]=2)[CH:11]([CH3:13])[CH3:12])=[CH:8][N:7]=[CH:6][N:5]=1>C(Cl)(Cl)Cl>[C:3]([C:4]1[C:9]([CH:10]([N:14]([CH3:24])[C:15](=[O:23])[CH2:16][C:17]2[CH:22]=[CH:21][CH:20]=[CH:19][CH:18]=2)[CH:11]([CH3:12])[CH3:13])=[CH:8][N:7]=[CH:6][N:5]=1)#[N:2]. Procedure: 0.25 g (0.77 mmol) of N-[1-(4-hydroxyiminomethylpyrimidin-5-yl)-2-methylpropyl]-N-methylphenylacetamide was dissolved in 30 ml of chloroform, and 0.16 g (0.83 mmol) of 1-(3-(dimethylamino)propyl]-3-ethylcarbodilmide hydrochloride was added and reacted at room temperature for 8 hours. After completion of the reaction, the solvent was distilled off, and water was added, followed by extraction with ethyl acetate. The organic layer was washed with water and an aqueous sodium chloride solution in thi... Reactants: C1(=CC=CC=C1)N1N=NC(=C1C)C=1CCN(CC1)C(=O)OC(C)(C)C (tert-Butyl 4-[1-phenyl-5-methyl-1H-[1,2,3]-triazol-4-yl]-1,2,3,6-tetrahydropyridine-1-carboxylate), Cl (hydrochloric acid). Conditions: time 10 minute. Yields the product Cl.CC1=C(N=NN1C1=CC=CC=C1)C=1CCNCC1 (4-(5-methyl-1-phenyl-1H-[1,2,3]-triazol-4-yl]-1,2,3,6-tetrahydropyridine hydrochloride). As a reaction SMILES: [C:1]1([N:7]2[C:11]([CH3:12])=[C:10]([C:13]3[CH2:14][CH2:15][N:16](C(OC(C)(C)C)=O)[CH2:17][CH:18]=3)[N:9]=[N:8]2)[CH:6]=[CH:5][CH:4]=[CH:3][CH:2]=1.[ClH:26]>>[ClH:26].[CH3:12][C:11]1[N:7]([C:1]2[CH:6]=[CH:5][CH:4]=[CH:3][CH:2]=2)[N:8]=[N:9][C:10]=1[C:13]1[CH2:14][CH2:15][NH:16][CH2:17][CH:18]=1 |f:2.3|. Procedure details: tert-Butyl 4-[1-phenyl-5-methyl-1H-[1,2,3]-triazol-4-yl]-1,2,3,6-tetrahydropyridine-1-carboxylate (7.4 mg) prepared in Example 7 was dissolved in 2.0 ml of 10% methanolic hydrochloric acid solution and stirred at room temperature for 10 minutes. The solvent was evaporated in vacuo to give the title compound as a brown solid crude product. Starting materials: C=C1CCC2(OCCO2)CC1 (8-methylene-1,4-dioxa-spiro[4.5]decane), [NH4+].[Cl-] (NH4Cl), IC(C)I (diiodoethane), C(C)[Zn]CC (diethyl zinc). Run in C1(=CC=CC=C1)C (toluene). Run at time 18 hour. Product: C1CC12CCC1(OCCO1)CC2 (7,10-dioxa-dispiro[2.2.4.2]dodecane). As a reaction SMILES: [CH2:1]=[C:2]1[CH2:11][CH2:10][C:5]2([O:9][CH2:8][CH2:7][O:6]2)[CH2:4][CH2:3]1.[CH2:12]([Zn]CC)C.IC(I)C.[NH4+].[Cl-]>C1(C)C=CC=CC=1>[CH2:12]1[C:2]2([CH2:11][CH2:10][C:5]3([O:6][CH2:7][CH2:8][O:9]3)[CH2:4][CH2:3]2)[CH2:1]1 |f:3.4|. Reported procedure: To a solution of 8-methylene-1,4-dioxa-spiro[4.5]decane (6.0 g, 39 mmol, prepared according to a literature procedure (K. C. Nicolaou, R. L. Magolda, D. A. Claremon, J. Am. Chem. Soc. 102 (1980) 1404-1409)) in toluene (10 mL), a solution of diethyl zinc (100 mL, 1 M in hexane) is added at −40 to −20° C. The mixture is stirred for 10 min before diiodoethane (53.6 g, 200 mmol) is added dropwise over a period of 20 min. The reaction is warmed to rt and stirring is continued for 18 h. The reaction m... The reactants are OCC1=C(C=CC=C1)CCO (2-(2-hydroxymethyl-phenyl)-ethanol). The reagents and catalysts are [O-2].[Mn+4].[O-2] (Manganese(IV) oxide). The solvent is ClCCl (dichloromethane). Conditions: time 18 hour. Yields the product C1(OCCC2=CC=CC=C12)O (Iso-chroman-1-ol). Isolated yield 53.3%. As a reaction SMILES: [OH:1][CH2:2][C:3]1[CH:8]=[CH:7][CH:6]=[CH:5][C:4]=1[CH2:9][CH2:10][OH:11]>ClCCl.[O-2].[Mn+4].[O-2]>[CH:2]1([OH:1])[C:3]2[C:4](=[CH:5][CH:6]=[CH:7][CH:8]=2)[CH2:9][CH2:10][O:11]1 |f:2.3.4|. Procedure details: Manganese(IV) oxide (1.43 g) was added to a solution of 2-(2-hydroxymethyl-phenyl)-ethanol (0.5 g) in dichloromethane (25 mL) and stirred for 18 hours under nitrogen. The reaction was filtered through celite, the filter pad washed with dichloromethane (2×20 mL), and the combined filtrates evaporated. Purification on silica, eluting with a gradient of iso-hexane:ethyl acetate [1:0 to 4:1], afforded the subtitle compound as a yellow oil (263 mg).